This data is from the Open Reaction Database (ORD), a public repository of structured organic reaction records. The task is: describe an organic reaction: reactants, conditions, products, and yield The reactants are CO, CN(C)[S+](N(C)C)N(C)C, [Cl-], N#CO[Na]. Yields the product CN(C)[S+](N(C)C)N(C)C, N#C[O-]. Reaction SMILES: [CH3:16][OH:17].[CH3:2][N:3]([CH3:4])[S+:5]([N:6]([CH3:7])[CH3:8])[N:9]([CH3:10])[CH3:11].[Cl-:1].[Na:12][O:13][C:14]#[N:15]>>[CH3:2][N:3]([CH3:4])[S+:5]([N:6]([CH3:7])[CH3:8])[N:9]([CH3:10])[CH3:11].[O-:13][C:14]#[N:15]. The reactants are [Br-].O1COC2=C1C=CC(=C2)C(C(Br)C2=[NH+]C(=CC=C2)C)=O (2-(2-benzo[1,3]dioxol-5-yl-1-bromo-2-oxo-ethyl)-6-methyl-pyridinium bromide), NC(=S)N (thiourea), C([O-])([O-])=O.[K+].[K+] (potassium carbonate). The solvent is C(C)O (ethanol). Yields the product O1COC2=C1C=CC(=C2)C=2N=C(SC2C2=NC(=CC=C2)C)N (4-Benzo[1,3]dioxol-5-yl-5-(6-methyl-pyridin-2-yl)-thiazol-2-ylamine). The yield is 69.6%. RXN SMILES: [Br-].[O:2]1[C:6]2[CH:7]=[CH:8][C:9]([C:11](=O)[CH:12]([C:14]3[CH:19]=[CH:18][CH:17]=[C:16]([CH3:20])[NH+:15]=3)Br)=[CH:10][C:5]=2[O:4][CH2:3]1.[NH2:22][C:23]([NH2:25])=[S:24].C(=O)([O-])[O-].[K+].[K+]>C(O)C>[O:2]1[C:6]2[CH:7]=[CH:8][C:9]([C:11]3[N:22]=[C:23]([NH2:25])[S:24][C:12]=3[C:14]3[CH:19]=[CH:18][CH:17]=[C:16]([CH3:20])[N:15]=3)=[CH:10][C:5]=2[O:4][CH2:3]1 |f:0.1,3.4.5|. Reported procedure: A solution of 2-(2-benzo[1,3]dioxol-5-yl-1-bromo-2-oxo-ethyl)-6-methyl-pyridinium bromide (30 mg, 0.072 mmol), thiourea (7.5 mg, 0.094 mmol, 1.3 equiv), and potassium carbonate (0.11 mmol, 1.5 equiv) in ethanol (1 mL) was heated to 80° C. overnight. The resulting reaction mixture was cooled to ambient temperature and concentrated in vacuo. Reverse phase high pressure liquid chromatography (a gradient from 5-30% acetonitrile in 0.1% aqueous formic acid) provided 4-Benzo[1,3]dioxol-5-yl-5-(6-methy... The reactants are C(C1=CC=CC=C1)OC1=CC(N(C1)CC(=O)N)=O (4-benzyloxy-3-pyrrolin-2-on-1-yl acetamide), [H][H] (hydrogen). The reagents and catalysts are [Pd] (palladium), [Pt]=O (platinum oxide). Solvent: C(C)(=O)O (acetic acid). Yields the product OC1CC(N(C1)CC(=O)N)=O (4-hydroxypyrrolidin-2-on-1-yl acetamide). Reaction SMILES: C([O:8][C:9]1[CH2:13][N:12]([CH2:14][C:15]([NH2:17])=[O:16])[C:11](=[O:18])[CH:10]=1)C1C=CC=CC=1.[H][H]>C(O)(=O)C.[Pd].[Pt]=O>[OH:8][CH:9]1[CH2:13][N:12]([CH2:14][C:15]([NH2:17])=[O:16])[C:11](=[O:18])[CH2:10]1. Procedure: 3.00 g of 4-benzyloxy-3-pyrrolin-2-on-1-yl acetamide was dissolved in 30 ml of concentrated acetic acid and mixed with 240 mg of palladium 5 percent on activated carbon and 24 mg of platinum oxide. Hydrogenolysis and hydrogenation at 15 bars of hydrogen pressure and room temperature were performed for 65 hours. Then filtering off from the catalyst and evaporation of the solvent were performed. The residue was picked up in H2O and allowed to run over 5.0 g of weakly basic ion exchanger. The water... The reactants are BrC1=C(N)C=C(C=C1)F (2-bromo-5-fluoroaniline), O=C1C(CCC1)C(=O)OCC (ethyl 2-oxocyclopentanecarboxylate), N(=O)[O-].[Na+] (NaNO2), C(C)(=O)[O-].[K+] (potassium acetate). Run in C(C)O (ethanol), Cl (HCl). Conditions: temperature 0 celsius, time 15 minute. The product is BrC=1C=CC(=C2C(=C(NC12)C(=O)OCC)CCC(=O)OCC)F (ethyl 7-bromo-3-(3-ethoxy-3-oxopropyl)-4-fluoro-1H-indole-2-carboxylate). Reaction SMILES: [Br:1][C:2]1[CH:8]=[CH:7][C:6]([F:9])=[CH:5][C:3]=1[NH2:4].N([O-])=[O:11].[Na+].[C:14]([O-])(=O)[CH3:15].[K+].[O:19]=[C:20]1[CH2:24][CH2:23][CH2:22][CH:21]1[C:25]([O:27][CH2:28][CH3:29])=[O:26]>C(O)C.Cl>[Br:1][C:2]1[CH:8]=[CH:7][C:6]([F:9])=[C:5]2[C:3]=1[NH:4][C:21]([C:25]([O:27][CH2:28][CH3:29])=[O:26])=[C:22]2[CH2:23][CH2:24][C:20]([O:19][CH2:14][CH3:15])=[O:11] |f:1.2,3.4|. Procedure: A mixture of 2-bromo-5-fluoroaniline (5 g) in ethanol (17.5 ml) and 1.6M HCl (50 mL) at −5° C. was treated with 2.5M NaNO2 (10.5 ml). 4.5M potassium acetate (29.2 ml) was then added, followed by ethyl 2-oxocyclopentanecarboxylate (3.8 ml). The reaction mixture was stirred at 0° C. for 15 minutes, warmed to 20° C. over 1.5 hours, extracted with dichloromethane, concentrated and dried in vacuo. The residue was dissolved in 67 ml of (H2SO4/ethanol, 17:50), refluxed for 2 days, cooled to room temper... The reactants are F[B-](F)(F)F, O=C(O)c1ccc(C(=O)N2CCCC2)c(Br)c1, ClBr, CCO, CCN(C(C)C)C(C)C, CSCCC(N)c1nc2cc(Cl)ccc2[nH]1, ClCCl, C1CCOC1, CN(C)C(On1nnc2ccccc21)=[N+](C)C. Yields the product CSCCC(NC(=O)c1ccc(C(=O)N2CCCC2)c(Br)c1)c1nc2cc(Cl)ccc2[nH]1. As a reaction SMILES: [B-:18]([F:19])([F:20])([F:21])[F:22].[Br:1][c:2]1[cH:3][c:4]([C:5](=[O:6])[OH:7])[cH:8][cH:9][c:10]1[C:11](=[O:12])[N:13]1[CH2:14][CH2:15][CH2:16][CH2:17]1.[Br:65][Cl:66].[CH2:72]([OH:73])[CH3:74].[CH:40]([N:41]([CH:42]([CH3:43])[CH3:44])[CH2:45][CH3:46])([CH3:47])[CH3:48].[Cl:49][c:50]1[cH:51][c:52]2[c:53]([nH:54][c:55]([CH:57]([CH2:58][CH2:59][S:60][CH3:61])[NH2:62])[n:56]2)[cH:63][cH:64]1.[Cl:75][CH2:76][Cl:77].[O:67]1[CH2:68][CH2:69][CH2:70][CH2:71]1.[n:23]1([O:24][C:25]([N:26]([CH3:27])[CH3:28])=[N+:29]([CH3:30])[CH3:31])[c:32]2[cH:33][cH:34][cH:35][cH:36][c:37]2[n:38][n:39]1>>[Br:1][c:2]1[cH:3][c:4]([C:5](=[O:7])[NH:62][CH:57]([c:55]2[nH:54][c:53]3[c:52]([cH:51][c:50]([Cl:49])[cH:64][cH:63]3)[n:56]2)[CH2:58][CH2:59][S:60][CH3:61])[cH:8][cH:9][c:10]1[C:11](=[O:12])[N:13]1[CH2:14][CH2:15][CH2:16][CH2:17]1. The reactants are N([C@H](CCCC(=O)OC(C)(C)C)C(=O)N[C@@H](C(C)C)C(=O)N[C@@H](CC1=CC=C(C=C1)OC(C)(C)C)C(=O)OC)C(=O)OCC1=CC=CC=C1 (Z-D-Aad(OBut)-Val-Tyr(But)-OMe), Cl (hydrochloric acid), Cl (hydrochloric acid). The reagents and catalysts are Pd on-charcoal. The solvent is CO (methanol), [H][H] (hydrogen). Yields the product N[C@H](CCCC(=O)OC(C)(C)C)C(=O)N[C@@H](C(C)C)C(=O)N[C@@H](CC1=CC=C(C=C1)OC(C)(C)C)C(=O)OC.Cl (H-D-Aad(OBut)-Val-Tyr(But)-OMe.HCl). As a reaction SMILES: [NH:1](C(OCC1C=CC=CC=1)=O)[C@@H:2]([C:13]([NH:15][C@H:16]([C:20]([NH:22][C@H:23]([C:36]([O:38][CH3:39])=[O:37])[CH2:24][C:25]1[CH:30]=[CH:29][C:28]([O:31][C:32]([CH3:35])([CH3:34])[CH3:33])=[CH:27][CH:26]=1)=[O:21])[CH:17]([CH3:19])[CH3:18])=[O:14])[CH2:3][CH2:4][CH2:5][C:6]([O:8][C:9]([CH3:12])([CH3:11])[CH3:10])=[O:7].[ClH:50]>CO.[H][H]>[NH2:1][C@@H:2]([C:13]([NH:15][C@H:16]([C:20]([NH:22][C@H:23]([C:36]([O:38][CH3:39])=[O:37])[CH2:24][C:25]1[CH:30]=[CH:29][C:28]([O:31][C:32]([CH3:35])([CH3:34])[CH3:33])=[CH:27][CH:26]=1)=[O:21])[CH:17]([CH3:19])[CH3:18])=[O:14])[CH2:3][CH2:4][CH2:5][C:6]([O:8][C:9]([CH3:12])([CH3:11])[CH3:10])=[O:7].[ClH:50] |f:4.5|. Reported procedure: Pd-on-charcoal catalyst is added to a solution of 2.3 g of Z-D-Aad(OBut)-Val-Tyr(But)-OMe in 100 ml of methanol and hydrogen is passed through the solution at pH 4.5 (autotitrator), while stirring and while adding approx. 2 N methanolic hydrochloric acid, until no further methanolic hydrochloric acid is taken up. The catalyst is then filtered off and the filtrate is concentrated. Yield 1.98 g, melting point 85°-87°, [α]D22 =-14.9° (c=1, methanol). Starting materials: [BH4-], CS(C)=O, CC(=O)O, Cc1ccnc(OCc2ccc(C=C[N+](=O)[O-])cc2)c1, [Na+], O. Product: Cc1ccnc(OCc2ccc(CC[N+](=O)[O-])cc2)c1. Reaction SMILES: [BH4-:29].[CH3:1][S:2](=[O:3])[CH3:4].[CH3:25][C:26](=[O:27])[OH:28].[CH3:5][c:6]1[cH:7][c:8]([O:12][CH2:13][c:14]2[cH:15][cH:16][c:17]([CH:20]=[CH:21][N+:22](=[O:23])[O-:24])[cH:18][cH:19]2)[n:9][cH:10][cH:11]1.[Na+:30].[OH2:31]>>[CH3:5][c:6]1[cH:7][c:8]([O:12][CH2:13][c:14]2[cH:15][cH:16][c:17]([CH2:20][CH2:21][N+:22](=[O:23])[O-:24])[cH:18][cH:19]2)[n:9][cH:10][cH:11]1. Starting materials: CC(C)CC(N)C(=O)O, O=C(Cl)c1ccc2c(c1)OCO2. Product: CC(C)CC(NC(=O)c1ccc2c(c1)OCO2)C(=O)O. Reaction SMILES: [NH2:13][CH:14]([CH2:15][CH:16]([CH3:17])[CH3:18])[C:19](=[O:20])[OH:21].[O:1]1[CH2:2][O:3][c:4]2[c:5]1[cH:6][cH:7][c:8]([C:10](=[O:11])[Cl:12])[cH:9]2>>[O:1]1[CH2:2][O:3][c:4]2[c:5]1[cH:6][cH:7][c:8]([C:10](=[O:11])[NH:13][CH:14]([CH2:15][CH:16]([CH3:17])[CH3:18])[C:19](=[O:20])[OH:21])[cH:9]2. Starting materials: C(C)(C)(C)C1=CC=C(C=C1)N1C(C2=C(C=CC=C2C=N1)[N+](=O)[O-])=O (2-(4-tert-butyl-phenyl)-8-nitro-2H-phthalazin-1-one). The reagents and catalysts are [Pd] (Pd/C). The solvent is CCOC(=O)C (EtOAc). Run at time 4 hour. The product is NC=1C=CC=C2C=NN(C(C12)=O)C1=CC=C(C=C1)C(C)(C)C (8-amino-2-(4-tert-butyl-phenyl)-2H-phthalazin-1-one). RXN SMILES: [C:1]([C:5]1[CH:10]=[CH:9][C:8]([N:11]2[N:20]=[CH:19][C:18]3[C:13](=[C:14]([N+:21]([O-])=O)[CH:15]=[CH:16][CH:17]=3)[C:12]2=[O:24])=[CH:7][CH:6]=1)([CH3:4])([CH3:3])[CH3:2]>[Pd].CCOC(C)=O>[NH2:21][C:14]1[CH:15]=[CH:16][CH:17]=[C:18]2[C:13]=1[C:12](=[O:24])[N:11]([C:8]1[CH:7]=[CH:6][C:5]([C:1]([CH3:4])([CH3:3])[CH3:2])=[CH:10][CH:9]=1)[N:20]=[CH:19]2. Procedure details: A solution of the nitro compound (Step D) and EtOAc (10 mL) was hydrogenated over 10% Pd/C (20 mg) at RT and at atmospheric pressure. After 4 h, the mixture was filtered through Celite® and concentrated in vacuo to afford the desired compound as an orange oil. MS m/e 294 (M+H)+. Calc'd for C18H19N3O: 293.15. Starting materials: CN(C)C=O, O=C=Nc1ccccc1, CN(CCCN)CCc1c[nH]c2ccccc12. The product is CN(CCCNC(=O)Nc1ccccc1)CCc1c[nH]c2ccccc12. As a reaction SMILES: [CH3:27][N:28]([CH3:29])[CH:30]=[O:31].[O:1]=[C:2]=[N:3][c:4]1[cH:5][cH:6][cH:7][cH:8][cH:9]1.[nH:10]1[cH:11][c:12]([CH2:19][CH2:20][N:21]([CH2:22][CH2:23][CH2:24][NH2:25])[CH3:26])[c:13]2[cH:14][cH:15][cH:16][cH:17][c:18]12>>[O:1]=[C:2]([NH:3][c:4]1[cH:5][cH:6][cH:7][cH:8][cH:9]1)[NH:25][CH2:24][CH2:23][CH2:22][N:21]([CH2:20][CH2:19][c:12]1[cH:11][nH:10][c:18]2[c:13]1[cH:14][cH:15][cH:16][cH:17]2)[CH3:26].